The task is: describe an organic reaction: reactants, conditions, products, and yield. This data is from the Open Reaction Database (ORD), a public repository of structured organic reaction records. Reactants: C(C)OC([C@H](CC(CC1=CC=C(C=C1)C1=C(C=CC=C1)OC)NC(CCC(=O)O)=O)C)=O ((S)-4-(3-carboxy-propionylamino)-5-(2′-methoxy-biphenyl-4-yl)-2-methyl-pentanoic acid ethyl ester), [OH-].[Na+] (NaOH), Cl (HCl). Conditions: time 2 hour. Product: C(=O)(O)CCC(=O)NC(C[C@@H](C(=O)O)C)CC1=CC=C(C=C1)C1=C(C=CC=C1)OC ((S)-4-(3-Carboxy-propionylamino)-5-(2′-methoxy-biphenyl-4-yl)-2-methyl-pentanoic acid). RXN SMILES: C([O:3][C:4](=[O:32])[C@@H:5]([CH3:31])[CH2:6][CH:7]([NH:23][C:24](=[O:30])[CH2:25][CH2:26][C:27]([OH:29])=[O:28])[CH2:8][C:9]1[CH:14]=[CH:13][C:12]([C:15]2[CH:20]=[CH:19][CH:18]=[CH:17][C:16]=2[O:21][CH3:22])=[CH:11][CH:10]=1)C.[OH-].[Na+].Cl>>[C:27]([CH2:26][CH2:25][C:24]([NH:23][CH:7]([CH2:8][C:9]1[CH:14]=[CH:13][C:12]([C:15]2[CH:20]=[CH:19][CH:18]=[CH:17][C:16]=2[O:21][CH3:22])=[CH:11][CH:10]=1)[CH2:6][C@H:5]([CH3:31])[C:4]([OH:32])=[O:3])=[O:30])([OH:29])=[O:28] |f:1.2|. Procedure: To (S)-4-(3-carboxy-propionylamino)-5-(2′-methoxy-biphenyl-4-yl)-2-methyl-pentanoic acid ethyl ester was added 1M NaOH (2 ml) and stirred at room temperature for 2 hours. Then, to the mixture was added 2 ml of 1M HCl and concentrated under reduced pressure. The obtained residue was purified by RP-HPLC (H2O (0.1% TFA)/CH3CN) to afford 110 mg of white powder. HPLC Retention time 0.86 minutes (condition A): MS 414.1 (M+1) 1H NMR (400 MHz, DMSO-d6) δ ppm 0.99-1.06 (m, 3 H) 1.28-1.48 (m, 1 H) 1.66-1.... Reactants: C(C)(C)C(CCC#N)C(C)=O (4-isopropyl-5-oxohexanenitrile), liquid, N (ammonia). Reagents/catalysts: [O-2].[O-2].[Ti+4] (titanium dioxide). Run in [H][H] (hydrogen). Yields the product C(C)(C)C(CCCN)C(C)N (4-isopropyl-1,5-hexanediamine). Isolated yield 90.0%. Reaction SMILES: [CH:1]([CH:4]([C:9](=O)[CH3:10])[CH2:5][CH2:6][C:7]#[N:8])([CH3:3])[CH3:2].[NH3:12]>[O-2].[O-2].[Ti+4].[H][H]>[CH:1]([CH:4]([CH:9]([NH2:12])[CH3:10])[CH2:5][CH2:6][CH2:7][NH2:8])([CH3:3])[CH3:2] |f:2.3.4|. Procedure details: 10 g of 4-isopropyl-5-oxohexanenitrile (purity 95.7%) and 115 g of liquid ammonia were pumped hourly from bottom to top at 250 bar and 80° C. through a tubular reactor (diameter 16 mm, fill level 50 cm, oil-heated twin jacket) arranged before the hydrogenation reactor and filled with 63.5 g (100 ml) of titanium dioxide (anatase) in the form of 1.5 mm pellets. 100 l (s.t.p.)/h of hydrogen were subsequently passed in, and the product discharged from the upstream imination reactor was passed throug... Reaction SMILES: [Al+3:13].[CH2:1]([CH:2]([CH3:3])[CH3:4])[CH:5]([C:6](=[O:7])[OH:8])[CH2:9][CH:10]=[CH2:11].[H-:12].[H-:15].[H-:16].[H-:17].[Li+:14].[Na+:20].[O:21]1[CH2:22][CH2:23][CH2:24][CH2:25]1.[OH-:19].[OH2:18]>>[CH2:1]([CH:2]([CH3:3])[CH3:4])[CH:5]([CH2:6][OH:7])[CH2:9][CH:10]=[CH2:11]. Reactants: [Al+3], C=CCC(CC(C)C)C(=O)O, [H-], [H-], [H-], [H-], [Li+], [Na+], C1CCOC1, [OH-], O. The product is C=CCC(CO)CC(C)C. Reactants: CN(C(C)C\C=C\C1=CC2=C(C=C1)OCO2)C(=O)OC(C)(C)C ((4E)-N-methyl-N-(tert-butoxycarbonyl)-5-(3,4-methylenedioxyphenyl)-4-penten-2-amine), FC(C(=O)O)(F)F (trifluoroacetic acid). Solvent: C1(=CC=CC=C1)OC (anisole). Conditions: temperature 2.5 celsius, time 1.5 hour. Yields the product CNC(C)C\C=C\C1=CC2=C(C=C1)OCO2 ((4E)-N-Methyl-5-(3,4-methylenedioxyphenyl)-4-penten-2-amine). The yield is 117.4%. As a reaction SMILES: [CH3:1][N:2](C(OC(C)(C)C)=O)[CH:3]([CH2:5]/[CH:6]=[CH:7]/[C:8]1[CH:13]=[CH:12][C:11]2[O:14][CH2:15][O:16][C:10]=2[CH:9]=1)[CH3:4].FC(F)(F)C(O)=O>C1(OC)C=CC=CC=1>[CH3:1][NH:2][CH:3]([CH2:5]/[CH:6]=[CH:7]/[C:8]1[CH:13]=[CH:12][C:11]2[O:14][CH2:15][O:16][C:10]=2[CH:9]=1)[CH3:4]. Reported procedure: Under a nitrogen atmosphere, a cold (0-5° C.), stirring solution of (4E)-N-methyl-N-(tert-butoxycarbonyl)-5-(3,4-methylenedioxyphenyl)-4-penten-2-amine (1.08 g, 3.38 mmol) in anisole (11 mL) was treated drop-wise over 45 min with trifluoroacetic acid (16.28 g, 142.8 mmol). The resulting solution was stirred for 1.5 h at 0-5° C. The solution was then concentrated by rotary evaporation followed by further drying under high vacuum. The resulting red oil was cooled (0-5° C.), basified with 10% NaOH ... The solvent is C1(=CC=CC=C1)C (toluene), C(C)O (ethanol), CCOC(=O)C (EtOAc). Starting materials: BrC1=C2C3=C(NC2=C(C=C1)C(=O)N)CCN(C3)C(C3=CC=CC=C3)(C3=CC=CC=C3)C3=CC=CC=C3 (9-bromo-2-trityl-2,3,4,5-tetrahydro-1H-pyrido[4,3-b]indole-6-carboxamide), CC1=C(C=CC=C1B1OC(C(O1)(C)C)(C)C)N1C=NC2=CC=CC=C2C1=O (3-(2-methyl-3-(4,4,5,5-tetramethyl-1,3,2-dioxaborolan-2-yl)phenyl)quinazolin-4(3H)-one), C([O-])([O-])=O.[Na+].[Na+] (sodium carbonate). The yield is 75.4%. Product: CC1=C(C=CC=C1N1C=NC2=CC=CC=C2C1=O)C1=C2C3=C(NC2=C(C=C1)C(=O)N)CCN(C3)C(C3=CC=CC=C3)(C3=CC=CC=C3)C3=CC=CC=C3 (9-(2-Methyl-3-(4-oxoquinazolin-3(4H)-yl)phenyl)-2-trityl-2,3,4,5-tetrahydro-1H-pyrido[4,3-b]indole-6-carboxamide). The reagents and catalysts are C=1C=CC(=CC1)[P](C=2C=CC=CC2)(C=3C=CC=CC3)[Pd]([P](C=4C=CC=CC4)(C=5C=CC=CC5)C=6C=CC=CC6)([P](C=7C=CC=CC7)(C=8C=CC=CC8)C=9C=CC=CC9)[P](C=1C=CC=CC1)(C=1C=CC=CC1)C=1C=CC=CC1 (tetrakis(triphenylphosphine)palladium). Conditions: temperature 90 celsius, time 16 hour. Procedure: A mixture of 9-bromo-2-trityl-2,3,4,5-tetrahydro-1H-pyrido[4,3-b]indole-6-carboxamide (250 mg, 0.466 mmol), 3-(2-methyl-3-(4,4,5,5-tetramethyl-1,3,2-dioxaborolan-2-yl)phenyl)quinazolin-4(3H)-one (186 mg, 0.513 mmol), and 2 M aqueous sodium carbonate (0.699 mL, 1.398 mmol) in toluene (4 mL) and ethanol (1 mL) was degassed by bubbling with argon for ca. 5-10 min (1 minute with sonication). The mixture was treated with tetrakis(triphenylphosphine)palladium (26.9 mg, 0.023 mmol) and heated at 90° C.... As a reaction SMILES: Br[C:2]1[CH:10]=[CH:9][C:8]([C:11]([NH2:13])=[O:12])=[C:7]2[C:3]=1[C:4]1[CH2:17][N:16]([C:18]([C:31]3[CH:36]=[CH:35][CH:34]=[CH:33][CH:32]=3)([C:25]3[CH:30]=[CH:29][CH:28]=[CH:27][CH:26]=3)[C:19]3[CH:24]=[CH:23][CH:22]=[CH:21][CH:20]=3)[CH2:15][CH2:14][C:5]=1[NH:6]2.[CH3:37][C:38]1[C:43](B2OC(C)(C)C(C)(C)O2)=[CH:42][CH:41]=[CH:40][C:39]=1[N:53]1[C:62](=[O:63])[C:61]2[C:56](=[CH:57][CH:58]=[CH:59][CH:60]=2)[N:55]=[CH:54]1.C(=O)([O-])[O-].[Na+].[Na+]>C1(C)C=CC=CC=1.C(O)C.CCOC(C)=O.C1C=CC([P]([Pd]([P](C2C=CC=CC=2)(C2C=CC=CC=2)C2C=CC=CC=2)([P](C2C=CC=CC=2)(C2C=CC=CC=2)C2C=CC=CC=2)[P](C2C=CC=CC=2)(C2C=CC=CC=2)C2C=CC=CC=2)(C2C=CC=CC=2)C2C=CC=CC=2)=CC=1>[CH3:37][C:38]1[C:39]([N:53]2[C:62](=[O:63])[C:61]3[C:56](=[CH:57][CH:58]=[CH:59][CH:60]=3)[N:55]=[CH:54]2)=[CH:40][CH:41]=[CH:42][C:43]=1[C:2]1[CH:10]=[CH:9][C:8]([C:11]([NH2:13])=[O:12])=[C:7]2[C:3]=1[C:4]1[CH2:17][N:16]([C:18]([C:19]3[CH:24]=[CH:23][CH:22]=[CH:21][CH:20]=3)([C:25]3[CH:30]=[CH:29][CH:28]=[CH:27][CH:26]=3)[C:31]3[CH:36]=[CH:35][CH:34]=[CH:33][CH:32]=3)[CH2:15][CH2:14][C:5]=1[NH:6]2 |f:2.3.4,^1:89,91,110,129|. Reactants: O=C(C=1C=CC=CC1)N(C)C2CCCCC2. The reagents and catalysts are O=C1C=CC=2C=CC=C(C3=CN=C(C=C3)C=4N=CC=CC4)C2N1, O1B(OC(C)(C)C1(C)C)B2OC(C)(C)C(O2)(C)C, [K].OC(C)(C)C, C[OH2+].C[OH2+].C1CC=CCCC=C1.C1CC=CCCC=C1.[Ir].[Ir]. Solvent: O1CCCC1. Conditions: temperature 80 celsius, time 12 hour. Yields the product O=C(C=1C=CC=C(C1)B2OC(C)(C)C(O2)(C)C)N(C)C3CCCCC3. Yield: 85.0%. Procedure: In an argon filled glove box, a 5.0 mL wheaton microreactor was charged with [Ir(cod)(OMe)]2 (1.98 mg, 1.5 mol%), L1 ligand (2.1 mg, 3.5 mol%), B2pin2 (50.8 mg, 1.0 equiv.), KOtBu (1.0 mg, 4.5 mol%) and dry THF (1.0 mL). The reaction mixture was stirred for 2 minutes at room temperature. To this mixture, N-cyclohexyl-N-methylbenzamide (43.5 mg, 0.2 mmol) was added. The microreactor was capped with a teflon pressure cap and placed into pre-heated aluminum block at 80 oC. The reaction mixture was ...